From a dataset of the Open Reaction Database (ORD), a public repository of structured organic reaction records. describe an organic reaction: reactants, conditions, products, and yield Reactants: C(C)OC(CC(CCl)=O)=O (ethyl4-chloro-3-oxobutanoate), NC1=NC=C(C=C1)Br (2-amino-5-bromopyridine). The solvent is C(C)O (ethanol). Yields the product C(C)OC(CC=1N=C2N(C=C(C=C2)Br)C1)=O (ethyl(6-bromoimidazo[1,2-a]pyridine-2-yl)acetate). RXN SMILES: [CH2:1]([O:3][C:4](=[O:10])[CH2:5][C:6](=O)[CH2:7]Cl)[CH3:2].[NH2:11][C:12]1[CH:17]=[CH:16][C:15]([Br:18])=[CH:14][N:13]=1>C(O)C>[CH2:1]([O:3][C:4](=[O:10])[CH2:5][C:6]1[N:11]=[C:12]2[CH:17]=[CH:16][C:15]([Br:18])=[CH:14][N:13]2[CH:7]=1)[CH3:2]. Procedure: 4.90 ml of ethyl4-chloro-3-oxobutanoate was dissolved in 50 ml of ethanol, 5.19 g of 2-amino-5-bromopyridine was added, and the mixture was stirred all night by heating under reflux. After cooling down to room temperature, the solvents were distilled outunder reduced pressure, and then, ethyl acetate followed by saturated sodium bicarbonate aqueous solution were added. Organic layer was dried with anhydrous sodium sulfate, and the solvents were distilled outunder reduced pressure. The obtained r... Reactants: BrC=1C=C(C(=O)NC2=CC=C(C=C2)OC(F)(F)F)C=CC1 (3-bromo-N-(4-(trifluoromethoxy)phenyl)benzamide), CC1(OB(OC1(C)C)C=1C=C(SC1)C(=O)OC)C (methyl 4-(4,4,5,5-tetramethyl-1,3,2-dioxaborolan-2-yl)thiophene-2-carboxylate), C(=O)([O-])[O-].[Na+].[Na+] (Na2CO3). Reagents/catalysts: C=1C=CC(=CC1)[P](C=2C=CC=CC2)(C=3C=CC=CC3)[Pd]([P](C=4C=CC=CC4)(C=5C=CC=CC5)C=6C=CC=CC6)([P](C=7C=CC=CC7)(C=8C=CC=CC8)C=9C=CC=CC9)[P](C=1C=CC=CC1)(C=1C=CC=CC1)C=1C=CC=CC1 ((Ph3P)4Pd). The solvent is O (water). Yields the product FC(OC1=CC=C(C=C1)NC(=O)C=1C=C(C=CC1)C=1C=C(SC1)C(=O)OC)(F)F (Methyl 4-(3-((4-(trifluoromethoxy)phenyl)carbamoyl)phenyl)thiophene-2-carboxylate). Reaction SMILES: Br[C:2]1[CH:3]=[C:4]([CH:19]=[CH:20][CH:21]=1)[C:5]([NH:7][C:8]1[CH:13]=[CH:12][C:11]([O:14][C:15]([F:18])([F:17])[F:16])=[CH:10][CH:9]=1)=[O:6].CC1(C)C(C)(C)OB([C:30]2[CH:31]=[C:32]([C:35]([O:37][CH3:38])=[O:36])[S:33][CH:34]=2)O1.C([O-])([O-])=O.[Na+].[Na+]>C1C=CC([P]([Pd]([P](C2C=CC=CC=2)(C2C=CC=CC=2)C2C=CC=CC=2)([P](C2C=CC=CC=2)(C2C=CC=CC=2)C2C=CC=CC=2)[P](C2C=CC=CC=2)(C2C=CC=CC=2)C2C=CC=CC=2)(C2C=CC=CC=2)C2C=CC=CC=2)=CC=1.O>[F:16][C:15]([F:18])([F:17])[O:14][C:11]1[CH:12]=[CH:13][C:8]([NH:7][C:5]([C:4]2[CH:3]=[C:2]([C:30]3[CH:31]=[C:32]([C:35]([O:37][CH3:38])=[O:36])[S:33][CH:34]=3)[CH:21]=[CH:20][CH:19]=2)=[O:6])=[CH:9][CH:10]=1 |f:2.3.4,^1:49,51,70,89|. Reported procedure: A mixture of 3-bromo-N-(4-(trifluoromethoxy)phenyl)benzamide (Stage 3.1, 50 mg, 0.139 mmol in 2.4 mL DME), methyl 4-(4,4,5,5-tetramethyl-1,3,2-dioxaborolan-2-yl)thiophene-2-carboxylate (0.180 mmol), 2 M Na2CO3 (0.104 mL, 0.208 mmol), water (0.8 mL), and (Ph3P)4Pd (8 mg, 6.94 μmol) in a sealed vial were subjected to MW irradiation at 150° C. for 10 min. The RM was filtered through a PL-Thiol MP SPE cartridge (StratoSpheres™, 6 mL), the cartridge was washed with MeOH (10 mL) and the combined filtr... Procedure: Following the 13a synthetic method, using B1 (110.65 mg, 0.5 mmol) instead of A1 gave 13b as colorless oil; (154.68 mg, 90.1%). [α]D25: +15.7 (c=0.26, CHCl3); 1H-NMR (300 MHz, acetone-d6): δ 8.08 (d, J=8.1 Hz, 1H), 8.03 (s, 1H), 7.96-7.91 (m, 1H), 7.80-7.76 (m, 1H), 7.39-7.18 (m, 6H), 4.98-4.92 (m, 1H), 3.36-3.15 (m, 2H); 13C NMR (300 MHz, acetone-d6): δ 172.17, 163.11, 161.48, 159.86, 142.28, 139.43, 137.51, 136.19, 129.23, 128.32, 126.89, 126.76, 126.60, 124.43, 114.09, 108.67, 54.12, 37.02; H... Yields the product FC=1C=CC2=C(SC(=C2)C(=O)N[C@H](C(=O)O)CC2=CC=CC=C2)C1 ((S)-2-(6-fluorobenzo[b]thiophene-2-carboxamido)-3-phenylpropanoic acid). Reactants: FC=1C=CC2=C(SC(=C2)C(=O)N[C@@H](C(=O)O)CC2=CC=CC=C2)C1 ((R)-2-(6-fluorobenzo[b]thiophene-2-carboxamido)-3-phenylpropanoic acid), C(C)(C)(C)OC([C@@H](N)CC1=CC=CC=C1)=O ((S)-phenylalanine tert-butyl ester). As a reaction SMILES: [F:1][C:2]1[CH:3]=[CH:4][C:5]2[CH:9]=[C:8]([C:10]([NH:12][C@H:13]([CH2:17][C:18]3[CH:23]=[CH:22][CH:21]=[CH:20][CH:19]=3)[C:14]([OH:16])=[O:15])=[O:11])[S:7][C:6]=2[CH:24]=1.C(OC(=O)[C@H](CC1C=CC=CC=1)N)(C)(C)C>>[F:1][C:2]1[CH:3]=[CH:4][C:5]2[CH:9]=[C:8]([C:10]([NH:12][C@@H:13]([CH2:17][C:18]3[CH:23]=[CH:22][CH:21]=[CH:20][CH:19]=3)[C:14]([OH:16])=[O:15])=[O:11])[S:7][C:6]=2[CH:24]=1. The reactants are C1CCOC1, COc1ccc(CCNc2cc(-c3cccc(S(N)(=O)=O)c3)nc(OC)n2)cc1, COC(=O)Cl, [H-], [Na+], O. Yields the product COC(=O)NS(=O)(=O)c1cccc(-c2cc(NCCc3ccc(OC)cc3)nc(OC)n2)c1. RXN SMILES: [CH2:38]1[O:39][CH2:40][CH2:41][CH2:42]1.[CH3:1][O:2][c:3]1[n:4][c:5]([NH:19][CH2:20][CH2:21][c:22]2[cH:23][cH:24][c:25]([O:28][CH3:29])[cH:26][cH:27]2)[cH:6][c:7](-[c:9]2[cH:10][c:11]([S:15](=[O:16])(=[O:17])[NH2:18])[cH:12][cH:13][cH:14]2)[n:8]1.[Cl:32][C:33](=[O:34])[O:35][CH3:36].[H-:30].[Na+:31].[OH2:37]>>[CH3:1][O:2][c:3]1[n:4][c:5]([NH:19][CH2:20][CH2:21][c:22]2[cH:23][cH:24][c:25]([O:28][CH3:29])[cH:26][cH:27]2)[cH:6][c:7](-[c:9]2[cH:10][c:11]([S:15](=[O:16])(=[O:17])[NH:18][C:33](=[O:34])[O:35][CH3:36])[cH:12][cH:13][cH:14]2)[n:8]1. Starting materials: NC1=C(C=CC=C1)O (2-aminophenol), [N+](=O)([O-])C=1C=C(C=CC1)C1=CC=C(O1)C=O (5-(3-nitrophenyl)furan-2-carbaldehyde). The product is [N+](=O)([O-])C=1C=C(C=CC1)C1=CC=C(O1)C=NC1=C(C=CC=C1)O (2-{[5-(3-nitrophenyl)furan-2-yl]methyleneamino}phenol), powder. The yield is 95.0%. RXN SMILES: [NH2:1][C:2]1[CH:7]=[CH:6][CH:5]=[CH:4][C:3]=1[OH:8].[N+:9]([C:12]1[CH:13]=[C:14]([C:18]2[O:22][C:21]([CH:23]=O)=[CH:20][CH:19]=2)[CH:15]=[CH:16][CH:17]=1)([O-:11])=[O:10]>>[N+:9]([C:12]1[CH:13]=[C:14]([C:18]2[O:22][C:21]([CH:23]=[N:1][C:2]3[CH:7]=[CH:6][CH:5]=[CH:4][C:3]=3[OH:8])=[CH:20][CH:19]=2)[CH:15]=[CH:16][CH:17]=1)([O-:11])=[O:10]. Procedure: Using 2-aminophenol and 5-(3-nitrophenyl)furan-2-carbaldehyde, 3.51 g of 2-{[5-(3-nitrophenyl)furan-2-yl]methyleneamino}phenol were obtained as a yellow powder (yield 95%). As a reaction SMILES: [C:49](=[O:50])([O:51][C:52]([CH3:53])([CH3:54])[CH3:55])[N:56]1[CH:57]([C:58](=[O:59])[OH:60])[CH2:61][CH2:62][CH2:63]1.[CH2:45]([Cl:46])[CH2:47][Cl:48].[N:20](=[N+:21]=[N-:22])[CH2:23][c:24]1[c:25]([CH:31]([C:32]([F:33])([F:34])[F:35])[NH:36][c:37]2[cH:38][cH:39][c:40]([O:43][CH3:44])[cH:41][cH:42]2)[cH:26][cH:27][c:28]([Cl:30])[cH:29]1.[O:65]=[CH:66][N:67]([CH3:68])[CH3:69].[OH2:64].[c:1]1([P:2]([c:3]2[cH:4][cH:5][cH:6][cH:7][cH:8]2)[c:9]2[cH:10][cH:11][cH:12][cH:13][cH:14]2)[cH:15][cH:16][cH:17][cH:18][cH:19]1>>[NH:20]([CH2:23][c:24]1[c:25]([CH:31]([C:32]([F:33])([F:34])[F:35])[NH:36][c:37]2[cH:38][cH:39][c:40]([O:43][CH3:44])[cH:41][cH:42]2)[cH:26][cH:27][c:28]([Cl:30])[cH:29]1)[C:58]([CH:57]1[N:56]([C:49](=[O:50])[O:51][C:52]([CH3:53])([CH3:54])[CH3:55])[CH2:63][CH2:62][CH2:61]1)=[O:59]. Starting materials: CC(C)(C)OC(=O)N1CCCC1C(=O)O, ClCCCl, COc1ccc(NC(c2ccc(Cl)cc2CN=[N+]=[N-])C(F)(F)F)cc1, CN(C)C=O, O, c1ccc(P(c2ccccc2)c2ccccc2)cc1. Product: COc1ccc(NC(c2ccc(Cl)cc2CNC(=O)C2CCCN2C(=O)OC(C)(C)C)C(F)(F)F)cc1. Starting materials: N1CCC2(CC1)CSC1=C(O2)C2=CC=CC=C2C(C1=O)=O (spiro[naphtho[1,2-b][1,4]oxathiine-2,4′-piperidine]-5,6-dione), BrCC1=C(C=CC=C1F)Cl (2-(bromomethyl)-1-chloro-3-fluorobenzene). The product is ClC1=C(CN2CCC3(CC2)CSC2=C(O3)C3=CC=CC=C3C(C2=O)=O)C(=CC=C1)F (1′-(2-chloro-6-fluorobenzyl)spiro[naphtho[1,2-b][1,4]oxathiine-2,4′-piperidine]-5,6-dione). Reaction SMILES: [NH:1]1[CH2:6][CH2:5][C:4]2([O:11][C:10]3[C:12]4[C:17]([C:18](=[O:21])[C:19](=[O:20])[C:9]=3[S:8][CH2:7]2)=[CH:16][CH:15]=[CH:14][CH:13]=4)[CH2:3][CH2:2]1.Br[CH2:23][C:24]1[C:29]([F:30])=[CH:28][CH:27]=[CH:26][C:25]=1[Cl:31]>>[Cl:31][C:25]1[CH:26]=[CH:27][CH:28]=[C:29]([F:30])[C:24]=1[CH2:23][N:1]1[CH2:2][CH2:3][C:4]2([O:11][C:10]3[C:12]4[C:17]([C:18](=[O:21])[C:19](=[O:20])[C:9]=3[S:8][CH2:7]2)=[CH:16][CH:15]=[CH:14][CH:13]=4)[CH2:5][CH2:6]1. Procedure details: Compound 129 was synthesized using spiro[naphtho[1,2-b][1,4]oxathiine-2,4′-piperidine]-5,6-dione, 2-(bromomethyl)-1-chloro-3-fluorobenzene and conditions outlined in procedure V. M.p.=90-92° C.; 300 MHz 1H NMR (CDCl3) δ 8.08-8.02 (m, 1H), 7.76-7.72 (m, 1H), 7.69-7.62 (m, 1H), 7.52-7.44 (m, 1H), 7.28-7.2 (m, 2H), 7.06-6.97 (m, 1H), 3.78 (d, J=2.1 Hz, 2H), 2.91 (s, 2H), 2.9-2.8 (m, 2H), 2.7-2.58 (m, 2H), 2.16-2.04 (m, 2H), 1.92-1.78 (m, 2H); LCMS: 444 [M+H]. The reactants are FC=1C(=CC2=C(SCC2)C1)[N+](=O)[O-] (6-fluoro-5-nitro-2,3-dihydrobenzo[b]thiophene), [NH4+].[Cl-] (NH4Cl). The reagents and catalysts are [Fe] (Fe). Run in C(C)O (ethanol), C1CCOC1 (THF). Yields the product FC=1C(=CC2=C(SCC2)C1)N (6-fluoro-2,3-dihydrobenzo[b]thiophen-5-amine). Isolated yield 94.6%. RXN SMILES: [F:1][C:2]1[C:3]([N+:11]([O-])=O)=[CH:4][C:5]2[CH2:9][CH2:8][S:7][C:6]=2[CH:10]=1.[NH4+].[Cl-]>C(O)C.C1COCC1.[Fe]>[F:1][C:2]1[C:3]([NH2:11])=[CH:4][C:5]2[CH2:9][CH2:8][S:7][C:6]=2[CH:10]=1 |f:1.2|. Procedure: To a solution of 6-fluoro-5-nitro-2,3-dihydrobenzo[b]thiophene (2.1 g, 10.5 mmol) in ethanol (80 mL), THF (40 mL), and aqueous NH4Cl (20 mL) was added Fe (O) (3.53 g, 63.3 mmol). The mixture was refluxed for 2 hours, then filtered through celite and washed with ethyl acetate. The residue was purified using silica gel column chromatography with 50% ethyl acetate in hexanes to provide 6-fluoro-2,3-dihydrobenzo[b]thiophen-5-amine (1.68 g, 94.2% yield). Starting materials: ClC1=CC=C(C=C1)NC(=O)C=1C=NC=2CCCCC2C1O (3-(N-p-chlorophenylcarbamoyl)-4-hydroxy-5,6,7,8-tetrahydroquinoline), P(=O)(Cl)(Cl)Cl (phosphorous oxychloride). The product is ClC1=C(C=NC=2CCCCC12)C(NC1=CC=C(C=C1)Cl)=O (4-chloro-3-(N-p-chlorophenylcarbamoyl)-5,6,7,8-tetrahydroquinoline). RXN SMILES: [Cl:1][C:2]1[CH:7]=[CH:6][C:5]([NH:8][C:9]([C:11]2[CH:12]=[N:13][C:14]3[CH2:15][CH2:16][CH2:17][CH2:18][C:19]=3[C:20]=2O)=[O:10])=[CH:4][CH:3]=1.P(Cl)(Cl)([Cl:24])=O>>[Cl:24][C:20]1[C:19]2[CH2:18][CH2:17][CH2:16][CH2:15][C:14]=2[N:13]=[CH:12][C:11]=1[C:9](=[O:10])[NH:8][C:5]1[CH:6]=[CH:7][C:2]([Cl:1])=[CH:3][CH:4]=1. Reported procedure: A mixture of 1.0 g of 3-(N-p-chlorophenylcarbamoyl)-4-hydroxy-5,6,7,8-tetrahydroquinoline (Example 17a) and 25 mL of phosphorous oxychloride is heated at 80° for 3 hours to obtain a clear solution, and evaporated to dryness. The residue is treated with 400 mL of a 1:1 mixture of ice cold 2N aqueous sodium hydroxide and dichloromethane. The organic phase is separated, dried and evaporated to yield the 4-chloro-3-(N-p-chlorophenylcarbamoyl)-5,6,7,8-tetrahydroquinoline. The mixture of 0.6 g thereof...